From a dataset of the Open Reaction Database (ORD), a public repository of structured organic reaction records. describe an organic reaction: reactants, conditions, products, and yield Reactants: ClC=1C2=C(N=C(N1)C1=C3C(=CN(C3=CC=C1)S(=O)(=O)C1=CC=C(C)C=C1)C)CCN(C2)C2=C(C=CC(=C2)C(C)C)C (4-chloro-6-(5-isopropyl-2-methylphenyl)-2-(3-methyl-1-tosyl-1H-indol-4-yl)-5,6,7,8-tetrahydropyrido[4,3-d]pyrimidine), [OH-].[K+] (KOH), [OH-].[NH4+] (ammonium hydroxide), C[O-].[Na+] (sodium methoxide), Example 17. Solvent: CCOC(=O)C (EtOAc), O (water), ClCCl (dichloromethane), [Cl-].[Na+].O (brine), O (water), CO (methanol), CO (methanol). Run at time 40 minute. The product is C(C)(C)C=1C=CC(=C(C1)N1CC2=C(N=C(N=C2OC)C2=C3C(=CN(C3=CC=C2)S(=O)(=O)C2=CC=C(C)C=C2)C)CC1)C (6-(5-isopropyl-2-methylphenyl)-4-methoxy-2-(3-methyl-1-tosyl-1H-indol-4-yl)-5,6,7,8-tetrahydropyrido[4,3-d]pyrimidine). Reaction SMILES: Cl[C:2]1[C:3]2[CH2:31][N:30]([C:32]3[CH:37]=[C:36]([CH:38]([CH3:40])[CH3:39])[CH:35]=[CH:34][C:33]=3[CH3:41])[CH2:29][CH2:28][C:4]=2[N:5]=[C:6]([C:8]2[CH:16]=[CH:15][CH:14]=[C:13]3[C:9]=2[C:10]([CH3:27])=[CH:11][N:12]3[S:17]([C:20]2[CH:26]=[CH:25][C:23]([CH3:24])=[CH:22][CH:21]=2)(=[O:19])=[O:18])[N:7]=1.[CH3:42][O-:43].[Na+].[OH-].[K+].[OH-].[NH4+]>CO.CCOC(C)=O.O.ClCCl.[Cl-].[Na+].O>[CH:38]([C:36]1[CH:35]=[CH:34][C:33]([CH3:41])=[C:32]([N:30]2[CH2:29][CH2:28][C:4]3[N:5]=[C:6]([C:8]4[CH:16]=[CH:15][CH:14]=[C:13]5[C:9]=4[C:10]([CH3:27])=[CH:11][N:12]5[S:17]([C:20]4[CH:26]=[CH:25][C:23]([CH3:24])=[CH:22][CH:21]=4)(=[O:18])=[O:19])[N:7]=[C:2]([O:43][CH3:42])[C:3]=3[CH2:31]2)[CH:37]=1)([CH3:40])[CH3:39] |f:1.2,3.4,5.6,11.12.13|. Procedure: To a solution of 4-chloro-6-(5-isopropyl-2-methylphenyl)-2-(3-methyl-1-tosyl-1H-indol-4-yl)-5,6,7,8-tetrahydropyrido[4,3-d]pyrimidine, prepared as described in Example 17 (110 mg, 0.188 mmol) in methanol (5 mL) was added 25% sodium methoxide in methanol (40.6 mg, 0.188 mmol). The reaction was stirred for ca. 40 minutes at room temperature at which time the mixture was diluted with EtOAc and water. The layers were separated, and the organic layer was washed with brine, dried over Na2SO4, filtered... Starting materials: C(C)(C)NC(=O)N1CC2N(C(C1)=O)C(CC2)C2=CC=CC=C2 (racemic (6R,8aS)-N-isopropyl-4-oxo-6-phenylhexahydropyrrolo[1,2-a]pyrazine-2(1H)-carboxamide), solution, C[Si](C)(C)[N-][Si](C)(C)C.[Li+] (lithium bis(trimethylsilyl)amide), C1CCOC1 (THF), C(C(=O)OCC)(=O)OCC (diethyl oxalate), resultant mixture, C[Si](C)(C)[N-][Si](C)(C)C.[Li+] (lithium bis(trimethylsilyl)amide), C1CCOC1 (THF). Solvent: CN(C)C=O (DMF). Conditions: time 18 hour. Product: OC1=C2N(C(N(C1=O)C(C)C)=O)C[C@H]1N(C2=O)[C@H](CC1)C1=CC=CC=C1 ((7R,9aS)-4-hydroxy-2-isopropyl-7-phenyl-8,9,9a,10-tetrahydro-7H-pyrrolo[1′,2′:4,5]pyrazino[1,2-c]pyrimidine-1,3,5(2H)-trione). As a reaction SMILES: [CH:1]([NH:4][C:5]([N:7]1[CH2:12][C:11](=[O:13])[N:10]2[CH:14]([C:17]3[CH:22]=[CH:21][CH:20]=[CH:19][CH:18]=3)[CH2:15][CH2:16][CH:9]2[CH2:8]1)=[O:6])([CH3:3])[CH3:2].C[Si]([N-][Si](C)(C)C)(C)C.[Li+].C1COCC1.[C:38](OCC)(=[O:44])[C:39](OCC)=[O:40]>CN(C=O)C>[OH:44][C:38]1[C:39](=[O:40])[N:4]([CH:1]([CH3:3])[CH3:2])[C:5](=[O:6])[N:7]2[CH2:8][C@@H:9]3[CH2:16][CH2:15][C@H:14]([C:17]4[CH:22]=[CH:21][CH:20]=[CH:19][CH:18]=4)[N:10]3[C:11](=[O:13])[C:12]=12 |f:1.2|. Procedure details: To a solution of racemic (6R,8aS)-N-isopropyl-4-oxo-6-phenylhexahydropyrrolo[1,2-a]pyrazine-2(1H)-carboxamide (0.187 g, 0.620 mmol) in DMF (3 mL) at 0° C. was added a 1M solution of lithium bis(trimethylsilyl)amide in THF (1.49 mL, 1.49 mmol), followed by diethyl oxalate (0.101 mL, 0.745 mmol). The mixture was stirred for 18 h, allowing the cooling bath to warm to ambient temperature. The resultant mixture was then treated with additional lithium bis(trimethylsilyl)amide in THF (1.49 mL, 1.49 mm...